This data is from the Open Reaction Database (ORD), a public repository of structured organic reaction records. The task is: describe an organic reaction: reactants, conditions, products, and yield Starting materials: Cl.Cl.NC=1C=C(C(=N)N)C=CC1 (3-Aminobenzamidine di-HCL), CN(C)C=O (DMF), C1(CCCC(=O)O1)=O (glutaric anhydride). Reagents/catalysts: CN(C)C1=NC=CC=C1 (dimethylaminopyridine). Solvent: N1=CC=CC=C1 (pyridine). Run at temperature 100 celsius, time 16 hour. Yields the product NN=CC=1C=C(C=CC1)NC(CCC(=O)O)C=O (4-[[3-(aminoiminomethyl)phenyl]amino]-5-oxopentanoic acid). Yield: 90.0%. Reaction SMILES: Cl.Cl.[NH2:3][C:4]1[CH:5]=[C:6]([CH:10]=[CH:11][CH:12]=1)[C:7]([NH2:9])=N.C[N:14](C=O)C.[C:18]1(=[O:25])[O:24][C:22](=[O:23])[CH2:21][CH2:20][CH2:19]1>CN(C1C=CC=CN=1)C.N1C=CC=CC=1>[NH2:14][N:9]=[CH:7][C:6]1[CH:5]=[C:4]([NH:3][CH:21]([CH:22]=[O:23])[CH2:20][CH2:19][C:18]([OH:24])=[O:25])[CH:12]=[CH:11][CH:10]=1 |f:0.1.2|. Procedure: 3-Aminobenzamidine di-HCL (5 g, 24 mmol) was added to dry DMF (30 mL). To this solution dry pyridine (5 mL) and glutaric anhydride (3.0 g, 26 mmol), followed by 10 mg dimethylaminopyridine (DMAP) were added. The product was heated for 3 h at 100° C. and allowed to stir at room temperature for 16 h. Solvents were removed in vacuo, water was added to the residue and the pH was brought to a value of 6.8 using dilute sodium hydroxide. An abundant precipitate was filtered, washed with water followed ... Reactants: CC(C)(C)OC(=O)N1CCC(n2cnc(COS(C)(=O)=O)n2)CC1, CC#N, CS(=O)(=O)c1ccc(O)c(F)c1. Yields the product CC(C)(C)OC(=O)N1CCC(n2cnc(COc3ccc(S(C)(=O)=O)cc3F)n2)CC1. Reaction SMILES: [C:1]([CH3:2])([CH3:3])([CH3:4])[O:5][C:6](=[O:7])[N:8]1[CH2:9][CH2:10][CH:11]([n:14]2[n:15][c:16]([CH2:19][O:20][S:21]([CH3:22])(=[O:23])=[O:24])[n:17][cH:18]2)[CH2:12][CH2:13]1.[CH3:37][C:38]#[N:39].[F:25][c:26]1[c:27]([OH:36])[cH:28][cH:29][c:30]([S:32](=[O:33])(=[O:34])[CH3:35])[cH:31]1>>[C:1]([CH3:2])([CH3:3])([CH3:4])[O:5][C:6](=[O:7])[N:8]1[CH2:9][CH2:10][CH:11]([n:14]2[n:15][c:16]([CH2:19][O:20][c:27]3[c:26]([F:25])[cH:31][c:30]([S:32](=[O:33])(=[O:34])[CH3:35])[cH:29][cH:28]3)[n:17][cH:18]2)[CH2:12][CH2:13]1. Starting materials: CC(=CC[C@H](C1=CC(=O)C=2C(=CC=C(C2C1=O)O)O)O)C (shikonin), C1(CCCCC1)N=C=NC1CCCCC1 (dicyclohexylcarbodiimide), C(CCCCCCCCC)(=O)O (n-decanoic acid). Reagents/catalysts: CN(C1=CC=NC=C1)C (4-dimethylaminopyridine). Solvent: ClCCl (dichloromethane). Conditions: time 30 minute. Yields the product C(CCCCCCCCC)(=O)OC(CC=C(C)C)C=1C(C2=C(C=CC(=C2C(C1)=O)O)O)=O (2-(1-n-decanoyloxy-4-methyl-3-pentenyl)-5,8-dihydroxy-1,4-naphthoquinone). The yield is 49.0%. As a reaction SMILES: [CH3:1][C:2]([CH3:21])=[CH:3][CH2:4][C@@H:5]([OH:20])[C:6]1[C:16](=[O:17])[C:15]2[C:14]([OH:18])=[CH:13][CH:12]=[C:11]([OH:19])[C:10]=2[C:8](=[O:9])[CH:7]=1.C1(N=C=NC2CCCCC2)CCCCC1.[C:37](O)(=[O:47])[CH2:38][CH2:39][CH2:40][CH2:41][CH2:42][CH2:43][CH2:44][CH2:45][CH3:46]>CN(C)C1C=CN=CC=1.ClCCl>[C:37]([O:20][CH:5]([C:6]1[C:16](=[O:17])[C:15]2[C:10]([C:8](=[O:9])[CH:7]=1)=[C:11]([OH:19])[CH:12]=[CH:13][C:14]=2[OH:18])[CH2:4][CH:3]=[C:2]([CH3:21])[CH3:1])(=[O:47])[CH2:38][CH2:39][CH2:40][CH2:41][CH2:42][CH2:43][CH2:44][CH2:45][CH3:46]. Reported procedure: 288 mg (1 mmole) of shikonin, 226 mg (1.1 mmole) of dicyclohexylcarbodiimide and 30 mg (0.25 mmole) of 4-dimethylaminopyridine were dissolved in 3 ml of dry dichloromethane. To the resulting solution was added 172 mg (1 mmole) of n-decanoic acid at 0° C. under nitrogen gas, and the mixture was stirred for 30 minutes and then at room temperature for further 3 hours. The resulting product was separated and purified according to the procedures as described in Example 1 to obtain 217 mg (Yield: 49%)... The reactants are N#Cc1ccc(C(=O)Cl)cc1, COc1cccc(C2(O)CCCNC2)c1. Yields the product COc1cccc(C2(O)CCCN(C(=O)c3ccc(C#N)cc3)C2)c1. RXN SMILES: [C:1](#[N:2])[c:3]1[cH:4][cH:5][c:6]([C:7](=[O:8])[Cl:9])[cH:10][cH:11]1.[CH3:12][O:13][c:14]1[cH:15][c:16]([C:20]2([OH:26])[CH2:21][NH:22][CH2:23][CH2:24][CH2:25]2)[cH:17][cH:18][cH:19]1>>[C:1](#[N:2])[c:3]1[cH:4][cH:5][c:6]([C:7](=[O:8])[N:22]2[CH2:21][C:20]([c:16]3[cH:15][c:14]([O:13][CH3:12])[cH:19][cH:18][cH:17]3)([OH:26])[CH2:25][CH2:24][CH2:23]2)[cH:10][cH:11]1. Reactants: C(C)(=O)C=1C=CC(=C(C1)N=C1SC(C(N1CC1=CC=CC=C1)=O)=C1SC2=C(N1CC)C=CC=C2)NCC (2-[5-Acetyl-2-(ethylamino)phenylimino]-3-benzyl-5-(3-ethyl-3H-benzothiazol-2-ylidene)thiazolidin-4-one), Cl.NO (hydroxylamine hydrochloride). Run in N1=CC=CC=C1 (pyridine). Reaction conditions: temperature 80 celsius. Yields the product C(C1=CC=CC=C1)N1C(SC(C1=O)=C1SC2=C(N1C)C=CC=C2)=NC2=C(C=CC(=C2)C(C)=NO)NCC (3-Benzyl-2-[2-ethylamino-5-(1-hydroxyiminoethyl)phenylimino]-5-(3-methyl-3H-benzothiazol-2-ylidene)thiazolidin-4-one). As a reaction SMILES: [C:1]([C:4]1[CH:5]=[CH:6][C:7]([NH:35][CH2:36][CH3:37])=[C:8]([N:10]=[C:11]2[N:15]([CH2:16][C:17]3[CH:22]=[CH:21][CH:20]=[CH:19][CH:18]=3)[C:14](=[O:23])[C:13](=[C:24]3[N:28]([CH2:29]C)[C:27]4[CH:31]=[CH:32][CH:33]=[CH:34][C:26]=4[S:25]3)[S:12]2)[CH:9]=1)(=O)[CH3:2].Cl.[NH2:39][OH:40]>N1C=CC=CC=1>[CH2:16]([N:15]1[C:14](=[O:23])[C:13](=[C:24]2[N:28]([CH3:29])[C:27]3[CH:31]=[CH:32][CH:33]=[CH:34][C:26]=3[S:25]2)[S:12][C:11]1=[N:10][C:8]1[CH:9]=[C:4]([C:1](=[N:39][OH:40])[CH3:2])[CH:5]=[CH:6][C:7]=1[NH:35][CH2:36][CH3:37])[C:17]1[CH:18]=[CH:19][CH:20]=[CH:21][CH:22]=1 |f:1.2|. Procedure details: To the product of Example 38 was added hydroxylamine hydrochloride (2 equiv) and pyridine. The resulting mixture was heated at 80° C. for 24 h, cooled, concentrated and chromatographed (TEA-washed silica gel, 0-50% EtOAc/Hex) to give the title compound. 1H-NMR (DMSO-d6): δ 11.07 (1H, s), 7.88 (1H, s), 7.67 (2H, m), 7.53 (1H, d), 7.39 (2H, m), 7.21-7.33 (5H, m), 7.09-7.14 (1H, m), 5.05 (2H, s), 3.92 (2H, q), 3.27 (3H, s), 2.23 (3H, s), 1.03 (3H, t); MS(ESI): 530 (MH+). The reactants are N1(CCNCC1)C1=C2CCC(NC2=CC=C1)=O (5-(1-piperazinyl)-3,4-dihydrocarbostyril), C([O-])([O-])=O.[K+].[K+] (potassium carbonate), COC1=CC=C(CCl)C=C1 (4-methoxybenzyl chloride), CN(C)C=O (DMF). Run in O (water). Run at time 4 hour. Yields the product COC1=CC=C(CN2CCN(CC2)C2=C3CCC(NC3=CC=C2)=O)C=C1 (5-[4-(4-methoxybenzyl)-1-piperazinyl]-3,4-dihydrocarbostyril). Yield: 3.9%. Reaction SMILES: [N:1]1([C:7]2[CH:16]=[CH:15][CH:14]=[C:13]3[C:8]=2[CH2:9][CH2:10][C:11](=[O:17])[NH:12]3)[CH2:6][CH2:5][NH:4][CH2:3][CH2:2]1.C(=O)([O-])[O-].[K+].[K+].[CH3:24][O:25][C:26]1[CH:33]=[CH:32][C:29]([CH2:30]Cl)=[CH:28][CH:27]=1.CN(C=O)C>O>[CH3:24][O:25][C:26]1[CH:33]=[CH:32][C:29]([CH2:30][N:4]2[CH2:5][CH2:6][N:1]([C:7]3[CH:16]=[CH:15][CH:14]=[C:13]4[C:8]=3[CH2:9][CH2:10][C:11](=[O:17])[NH:12]4)[CH2:2][CH2:3]2)=[CH:28][CH:27]=1 |f:1.2.3|. Procedure details: A mixture of 1.0 g of 5-(1-piperazinyl)-3,4-dihydrocarbostyril, 1.11 g of potassium carbonate, 760 mg of 4-methoxybenzyl chloride and 20 ml of DMF was stirred at 70°-80° C. for 4 hours. The reaction mixture was poured into a large amount of water and extracted with chloroform. After washing with water the extract was dried over anhydrous sodium sulfate. Chloroform was distilled off and the residue was purified through silica gel column chromatography. Recrystallization from methanol gave 60 mg o... Starting materials: [OH-].[Na+] (sodium hydroxide), [Na].COC=1C=CC2=C(NC(=N2)S(=O)CC2=NC=C(C(=C2C)OC)C)C1 (6-methoxy-2-[[(4-methoxy-3,5-dimethyl-2-pyridinyl)methyl]sulfinyl]-1H-benzimidazole sodium salt), COC=1C=CC2=C(NC(=N2)[S@@](=O)CC2=NC=C(C(=C2C)OC)C)C1 ((+)-(5)6-methoxy-2-[[(4-methoxy-3,5-dimethyl-2-pyridinyl)methyl]sulfinyl]-1H-benzimidazole), C1(=CC=CC=C1)C (toluene). Solvent: C(C)C(=O)C (methyl ethyl ketone), C(C)C(=O)C (MEK). Reaction conditions: time 8 hour. Yields the product [Na].COC=1C=CC2=C(NC(=N2)[S@@](=O)CC2=NC=C(C(=C2C)OC)C)C1 ((+)-(5)6-methoxy-2-[[(4-methoxy-3,5-dimethyl-2-pyridinyl)methyl]sulfinyl]-1H-benzimidazole Sodium Salt). Reaction SMILES: [CH3:1][O:2][C:3]1[CH:4]=[CH:5][C:6]2[N:10]=[C:9]([S@:11]([CH2:13][C:14]3[C:19]([CH3:20])=[C:18]([O:21][CH3:22])[C:17]([CH3:23])=[CH:16][N:15]=3)=[O:12])[NH:8][C:7]=2[CH:24]=1.[OH-].[Na+].C1(C)C=CC=CC=1.[Na:34].COC1C=CC2N=C(S(CC3C(C)=C(OC)C(C)=CN=3)=O)NC=2C=1>C(C(C)=O)C>[Na:34].[CH3:1][O:2][C:3]1[CH:4]=[CH:5][C:6]2[N:10]=[C:9]([S@:11]([CH2:13][C:14]3[C:19]([CH3:20])=[C:18]([O:21][CH3:22])[C:17]([CH3:23])=[CH:16][N:15]=3)=[O:12])[NH:8][C:7]=2[CH:24]=1 |f:1.2,4.5,7.8,^1:33,63|. Procedure: To a stirring suspension of 650 mg (1.89 mmol) of (+)-(5)6-methoxy-2-[[(4-methoxy-3,5-dimethyl-2-pyridinyl)methyl]sulfinyl]-1H-benzimidazole in 6.5 mL of methyl ethyl ketone (MEK) in a 50 mL flask was added at ambient temperature 0.39 mL of a 5M aqueous sodium hydroxide solution. To that mixture was added 13 mL of toluene. The resulting mixture was turbid, so an additional 6.5 mL of MEK was added and the mixture became a clear, yellow solution. This mixture was allowed to stir at ambient tempera... Starting materials: Cc1ccc(S(=O)(=O)OCC2CCN(C(=O)OC(C)(C)C)CC2)cc1, C[S-], CO, [Na+]. Product: CSCC1CCN(C(=O)OC(C)(C)C)CC1. Reaction SMILES: [C:1]([CH3:2])([CH3:3])([CH3:4])[O:5][C:6](=[O:7])[N:8]1[CH2:9][CH2:10][CH:11]([CH2:14][O:15][S:16]([c:17]2[cH:18][cH:19][c:20]([CH3:21])[cH:22][cH:23]2)(=[O:24])=[O:25])[CH2:12][CH2:13]1.[CH3:26][S-:27].[CH3:29][OH:30].[Na+:28]>>[C:1]([CH3:2])([CH3:3])([CH3:4])[O:5][C:6](=[O:7])[N:8]1[CH2:9][CH2:10][CH:11]([CH2:14][S:27][CH3:26])[CH2:12][CH2:13]1. Starting materials: ClC1=NC=CC2=C(C(=CC=C12)C)[N+](=O)[O-] (1-chloro-6-methyl-5-nitroisoquinoline), CC=1SC2=C(N1)C=C(C=C2)N (2-methyl-5-benzothiazolamine), C(=O)(C(F)(F)F)O (TFA). The solvent is C(C)(C)O (isopropanol). Yields the product Cl.CC1=C(C=2C=CN=C(C2C=C1)NC=1C=CC2=C(N=C(S2)C)C1)N (6-methyl-N1-(2-methylbenzo[d]thiazol-5-yl)isoquinoline-1,5-diamine hydrochloride). The yield is 91.0%. As a reaction SMILES: [Cl:1][C:2]1[C:11]2[C:6](=[C:7]([N+:13]([O-])=O)[C:8]([CH3:12])=[CH:9][CH:10]=2)[CH:5]=[CH:4][N:3]=1.[CH3:16][C:17]1[S:18][C:19]2[CH:25]=[CH:24][C:23]([NH2:26])=[CH:22][C:20]=2[N:21]=1.C(O)(C(F)(F)F)=O>C(O)(C)C>[ClH:1].[CH3:12][C:8]1[CH:9]=[CH:10][C:11]2[C:2]([NH:26][C:23]3[CH:24]=[CH:25][C:19]4[S:18][C:17]([CH3:16])=[N:21][C:20]=4[CH:22]=3)=[N:3][CH:4]=[CH:5][C:6]=2[C:7]=1[NH2:13] |f:4.5|. Procedure: Alternative preparation to Example 5: To a round bottom flask fitted with reflux condenser was added 1-chloro-6-methyl-5-nitroisoquinoline (13.0 g, 50 mmol), and 2-methyl-5-benzothiazolamine (8.63 g, 52.5 mmol). Nitrogen atmosphere was applied, and the mixture was treated with isopropanol (111 mL). The reaction vessel contents were stirred to obtain a slurry. TFA (11.35 mL, 150 mmol) was then added slowly and the contents of the flask were heated to reflux. The reaction was held at reflux for 17... Starting materials: FC=1C=CC(=C(C1)C(C(N(C)C)=S)O)OC (2-(5-fluoro-2-methoxyphenyl)-2-hydroxy-N,N-dimethylethanethioamide), [OH-].[Na+] (sodium hydroxide). Solvent: CS(=O)(=O)O.O=P12OP3(=O)OP(=O)(O1)OP(=O)(O2)O3 (Eaton's reagent). Run at temperature 60 celsius, time 1 hour. The product is FC1=CC=C(C=2C=C(SC21)N(C)C)OC (N-(7-Fluoro-4-methoxy-1-benzothien-2-yl)-N,N-dimethylamine). Isolated yield 42.3%. RXN SMILES: [F:1][C:2]1[CH:3]=[CH:4][C:5]([O:15][CH3:16])=[C:6]([CH:8](O)[C:9](=[S:13])[N:10]([CH3:12])[CH3:11])[CH:7]=1.[OH-].[Na+]>CS(O)(=O)=O.O=P12OP3(OP(OP(O3)(O1)=O)(=O)O2)=O>[F:1][C:2]1[C:7]2[S:13][C:9]([N:10]([CH3:12])[CH3:11])=[CH:8][C:6]=2[C:5]([O:15][CH3:16])=[CH:4][CH:3]=1 |f:1.2,3.4|. Procedure details: A solution of 2-(5-fluoro-2-methoxyphenyl)-2-hydroxy-N,N-dimethylethanethioamide (0.5 g, 2.1 mmol) in Eaton's reagent (5 mL) were combined and heated rapidly to 60° C. and left for 1 h. After cooling to room temperature over 2 hours the mixture was dropwise addition into prechilled aqueous sodium hydroxide (2 N, 16.25 mL) with constant stirring. This solution was then extracted with methyl tert-butyl ether (5×20 mL) and the combined organic extracts were dried (MgSO4) and the solvent removed in ...